Task: describe an organic reaction: reactants, conditions, products, and yield. Dataset: the Open Reaction Database (ORD), a public repository of structured organic reaction records Reactants: Cl (hydrochloric acid), OC[C@H]1C=C[C@H](C1)NC(OC(C)(C)C)=O ((+)-(1S,4R)-tert-Butyl N-[4-(hydroxymethyl)-2-cyclopenten-1-yl]carbamate). Run in C(C)O (ethanol). Yields the product Cl.N[C@@H]1C=C[C@@H](C1)CO ((+)-(1R,4S)-4-Amino-2-cyclopentene-1-methanol Hydrochloride). RXN SMILES: [OH:1][CH2:2][C@@H:3]1[CH2:7][C@H:6]([NH:8]C(=O)OC(C)(C)C)[CH:5]=[CH:4]1.[ClH:16]>C(O)C>[ClH:16].[NH2:8][C@H:6]1[CH2:7][C@@H:3]([CH2:2][OH:1])[CH:4]=[CH:5]1 |f:3.4|. Reported procedure: (+)-(1S,4R)-tert-Butyl N-[4-(hydroxymethyl)-2-cyclopenten-1-yl]carbamate (part b of this example, 10.66 g, 50.0 mmol) was refluxed in absolute ethanol (25 mL) with concentrated hydrochloric acid (5.0 mL, 60 mequiv) for 2.5 hours. Evaporation of volatiles left title compound as white solid; mass spectrum (ES): 114 (M+1); 1H-NMR (DMSO-d6) δ: 7.9 (m, 3H), 6.03 and 5.75 (two m, 2H), 4.11 (m, 1H), 3.41 (d, J=5.4 Hz, 2H), 2.8 (m, 1H), 2.36 (m, 1H), 1.4 (m, 1H). This solid was used immediately in the f... The reactants are CO, CC(=O)O, CCOC(C)=O, O=[N+]([O-])c1ccc(-c2nc(Cl)c(-c3c(F)cc(F)cc3F)c(NCC(F)(F)F)n2)nc1, [Fe]. Yields the product Nc1ccc(-c2nc(Cl)c(-c3c(F)cc(F)cc3F)c(NCC(F)(F)F)n2)nc1. RXN SMILES: [CH3:32][OH:33].[CH3:34][C:35](=[O:36])[OH:37].[CH3:38][CH2:39][O:40][C:41](=[O:42])[CH3:43].[Cl:1][c:2]1[c:3](-[c:23]2[c:24]([F:31])[cH:25][c:26]([F:30])[cH:27][c:28]2[F:29])[c:4]([NH:17][CH2:18][C:19]([F:20])([F:21])[F:22])[n:5][c:6](-[c:8]2[n:9][cH:10][c:11]([N+:14]([O-:15])=[O:16])[cH:12][cH:13]2)[n:7]1.[Fe:44]>>[Cl:1][c:2]1[c:3](-[c:23]2[c:24]([F:31])[cH:25][c:26]([F:30])[cH:27][c:28]2[F:29])[c:4]([NH:17][CH2:18][C:19]([F:20])([F:21])[F:22])[n:5][c:6](-[c:8]2[n:9][cH:10][c:11]([NH2:14])[cH:12][cH:13]2)[n:7]1.